Dataset: the Open Reaction Database (ORD), a public repository of structured organic reaction records. Task: describe an organic reaction: reactants, conditions, products, and yield Reactants: BrC1=CC2=C(CCC3=C(C(C2=O)=O)C=CC(=C3C)OC)C=C1 (8-Bromo-2-methoxy-1-methyl-11,12-dihydro-dibenzo[a,e]cyclooctene-5,6-dione), CNC(=N)N (N-methylguanidine), C([O-])([O-])=O.[Na+].[Na+] (sodium carbonate). Solvent: O1CCOCC1 (dioxane), C(C)O (ethanol), O (water). Conditions: temperature 85 celsius. Yields the product NC=1N(C(C2(N1)C1=C(CCC3=C2C=CC(=C3)OC)C=CC(=C1)Br)=O)C (2′-Amino-2-methoxy-1′-methyl-7-bromo-10,11-dihydrospiro[dibenzo[a,d][7]-annulene-5,4′-imidazol]-5′(1′H)-one). Isolated yield 57.0%. Reaction SMILES: [Br:1][C:2]1[CH:22]=[CH:21][C:5]2[CH2:6][CH2:7][C:8]3[C:17](C)=[C:16]([O:19][CH3:20])[CH:15]=[CH:14][C:9]=3[C:10](=[O:13])[C:11](=O)[C:4]=2[CH:3]=1.[CH3:23][NH:24][C:25]([NH2:27])=[NH:26].C(=O)([O-])[O-].[Na+].[Na+]>O1CCOCC1.C(O)C.O>[NH2:27][C:25]1[N:24]([CH3:23])[C:10](=[O:13])[C:11]2([C:9]3[CH:14]=[CH:15][C:16]([O:19][CH3:20])=[CH:17][C:8]=3[CH2:7][CH2:6][C:5]3[CH:21]=[CH:22][C:2]([Br:1])=[CH:3][C:4]2=3)[N:26]=1 |f:2.3.4|. Procedure details: A solution of 8-bromo-2-methoxy-1-methyl-11,12-dihydro-dibenzo[a,e]cyclo-octene-5,6-dione 13 (2.49 g; 6.9 mmol) in dioxane and ethanol was treated with N-methylguanidine (1.52 g, 13.9 mmol), followed by a solution of sodium carbonate (1.47 g; 13.9 mmol) in water, heated at 85° C. for 3 hours, cooled and concentrated in vacuo. The resultant residue was taken up in chloroform and washed with water. The chloroform phase was separated, dried over magnesium sulfate and evaporated. This residue was cr...